From a dataset of the Open Reaction Database (ORD), a public repository of structured organic reaction records. describe an organic reaction: reactants, conditions, products, and yield The reactants are CN (methylamine), COC1C(OCC2=CC=CC=C12)=O (4-methoxy-3-isochromanone). Run in CO (methanol), CO (methanol). Run at time 1 hour. Yields the product OCC1=C(C=CC=C1)C(C(=O)NC)OC (2-hydroxymethyl-α-methoxy-N-methyl-phenylacetamide), COC(C(=O)NC)C1=CC=CC=C1 (α-methoxy-N-methylphenyl-acetamide). The yield is 96.5%. Reaction SMILES: [CH3:1][NH2:2].[CH3:3][O:4][CH:5]1[C:14]2[C:9](=[CH:10][CH:11]=[CH:12][CH:13]=2)[CH2:8][O:7][C:6]1=[O:15]>CO>[OH:7][CH2:8][C:9]1[CH:10]=[CH:11][CH:12]=[CH:13][C:14]=1[CH:5]([O:4][CH3:3])[C:6]([NH:2][CH3:1])=[O:15].[CH3:3][O:4][CH:5]([C:14]1[CH:9]=[CH:10][CH:11]=[CH:12][CH:13]=1)[C:6]([NH:2][CH3:1])=[O:7]. Procedure details: 40% methylamine--methanol solution (9.80 g, 126 mmol) was added to 4-methoxy-3-isochromanone (7.50 g, 42.1 mmol) in methanol (40 ml), and the mixture was stirred at room temperature for 1 hour. Evaporation of the solvent gave the desired compound 2-hydroxymethyl-(α-methoxy-N-methylphenyl-acetamide (8.50 g, 96.5%) as white crystals. Starting materials: [BH4-], C1CCOC1, CO, [Na+], COC(=O)c1ccc2nccn2n1. Yields the product OCc1ccc2nccn2n1. Reaction SMILES: [BH4-:1].[CH2:16]1[O:17][CH2:18][CH2:19][CH2:20]1.[CH3:21][OH:22].[Na+:2].[n:3]1[cH:4][cH:5][n:6]2[n:7][c:8]([C:12](=[O:13])[O:14][CH3:15])[cH:9][cH:10][c:11]12>>[n:3]1[cH:4][cH:5][n:6]2[n:7][c:8]([CH2:12][OH:13])[cH:9][cH:10][c:11]12. Starting materials: COCCOC=1C=C2C(=CN1)NC(=C2)C(=O)OCC (ethyl 5-(2-methoxyethoxy)-1H-pyrrolo[2,3-c]pyridine-2-carboxylate), C1(=CC=C(C=C1)S(=O)(=O)OCCO[C@H]1C[C@H](CCC1)OCC=1N=C(OC1C)C=1C=C(C=CC1)C)C ((1R,3S)-[3-(5-methyl-2-m-tolyloxazol-4-ylmethoxy)cyclohexyloxy]ethyl toluene-4-sulfonate), C1(=CC=C(C=C1)S(=O)(=O)OCCO[C@H]1C[C@H](CCC1)OCC=1N=C(OC1C)C=1C=C(C=CC1)C)C ((1R,3S)-[3-(5-methyl-2-m-tolyloxazol-4-ylmethoxy)cyclohexyloxy]ethyl toluene-4-sulfonate), [H-].[Na+] (sodium hydride). The solvent is [Na+].[Cl-] (NaCl), C(C)(=O)OCC (ethyl acetate), CN(C)C=O (DMF), CN(C)C=O (DMF). Conditions: temperature 40 celsius, time 30 minute. Product: COCCOC=1C=C2C(=CN1)N(C(=C2)C(=O)OCC)CCOC2CC(CCC2)OCC=2N=C(OC2C)C=2C=C(C=CC2)C (Ethyl 5-(2-methoxyethoxy)-1-{2-[3-(5-methyl-2-m-tolyloxazol-4-ylmethoxy)cyclohexyloxy]ethyl}-1H-pyrrolo[2,3-c]pyridine-2-carboxylate). RXN SMILES: [CH3:1][O:2][CH2:3][CH2:4][O:5][C:6]1[CH:7]=[C:8]2[CH:14]=[C:13]([C:15]([O:17][CH2:18][CH3:19])=[O:16])[NH:12][C:9]2=[CH:10][N:11]=1.[H-].[Na+].C1(C)C=CC(S(O[CH2:32][CH2:33][O:34][C@@H:35]2[CH2:40][CH2:39][CH2:38][C@H:37]([O:41][CH2:42][C:43]3[N:44]=[C:45]([C:49]4[CH:50]=[C:51]([CH3:55])[CH:52]=[CH:53][CH:54]=4)[O:46][C:47]=3[CH3:48])[CH2:36]2)(=O)=O)=CC=1>CN(C=O)C.[Na+].[Cl-].C(OCC)(=O)C>[CH3:1][O:2][CH2:3][CH2:4][O:5][C:6]1[CH:7]=[C:8]2[CH:14]=[C:13]([C:15]([O:17][CH2:18][CH3:19])=[O:16])[N:12]([CH2:32][CH2:33][O:34][CH:35]3[CH2:40][CH2:39][CH2:38][CH:37]([O:41][CH2:42][C:43]4[N:44]=[C:45]([C:49]5[CH:50]=[C:51]([CH3:55])[CH:52]=[CH:53][CH:54]=5)[O:46][C:47]=4[CH3:48])[CH2:36]3)[C:9]2=[CH:10][N:11]=1 |f:1.2,5.6|. Procedure details: 66 mg of ethyl 5-(2-methoxyethoxy)-1H-pyrrolo[2,3-c]pyridine-2-carboxylate are dissolved in 2 ml of dry DMF, and 12 mg of 60 percent strength sodium hydride suspension are added. After 30 min at room temperature, 100 mg of ((1R,3S)-[3-(5-methyl-2-m-tolyloxazol-4-ylmethoxy)cyclohexyloxy]ethyl toluene-4-sulfonate ((1R,3S)-[3-(5-methyl-2-m-tolyloxazol-4-ylmethoxy)cyclohexyloxy]ethyl toluene-4-sulfonate in 2 ml of DMF are added. The mixture is stirred at 40° C. until the reaction has gone to complet... Starting materials: C(CCCCCCCCC)S (decanethiol), C(CCCCCCCCC)S (decanethiol). Solvent: CCCCCC (n-hexane). Yields the product C(CCCCCCCCC)S.CCCCCC (decanethiol n-hexane). RXN SMILES: [CH2:1]([SH:11])[CH2:2][CH2:3][CH2:4][CH2:5][CH2:6][CH2:7][CH2:8][CH2:9][CH3:10]>CCCCCC>[CH2:1]([SH:11])[CH2:2][CH2:3][CH2:4][CH2:5][CH2:6][CH2:7][CH2:8][CH2:9][CH3:10].[CH3:1][CH2:2][CH2:3][CH2:4][CH2:5][CH3:6] |f:2.3|. Reported procedure: Also, decanethiol (C10H21SH) was used as a self-assembling compound. Namely, 80 mM of decanethiol were dissolved in 20 ml of n-hexane, whereby a 4-mM decanethiol/n-hexane solution was obtained. Reactants: CCN=C=NCCCN(C)C.Cl (EDCI hydrochloride), FC(OC=1C(=C(C=CC1)/C=C/C=1N=C2SC=CN2C1C(=O)O)OCC(C)(C)C)F (6-{(E)-2-[3-(Difluoromethoxy)-2-(2,2-dimethylpropoxy)phenyl]vinyl}imidazo[2,1-b][1,3]thiazole-5-carboxylic acid), C1(CC1)C=1N=C(SC1)N (4-(cyclopropyl)-1,3-thiazol-2-amine). The reagents and catalysts are CN(C)C=1C=CN=CC1 (DMAP). Solvent: C1CCOC1 (THF), CN(C)C=O (DMF). The product is CC(COC1=C(C=CC=C1OC(F)F)/C=C/C=1N=C2SC=CN2C1C(=O)NC=1SC=C(N1)C1CC1)(C)C (6-{(E)-2-[2-(2,2-Dimethylpropoxy)-3-(difluoromethoxy)phenyl]vinyl}-N-(4-cyclo-propyl-1,3-thiazol-2-yl)imidazo[2,1-b][1,3]thiazole-5-carboxamide), product. As a reaction SMILES: [F:1][CH:2]([F:29])[O:3][C:4]1[C:5]([O:23][CH2:24][C:25]([CH3:28])([CH3:27])[CH3:26])=[C:6](/[CH:10]=[CH:11]/[C:12]2[N:13]=[C:14]3[N:18]([C:19]=2[C:20](O)=[O:21])[CH:17]=[CH:16][S:15]3)[CH:7]=[CH:8][CH:9]=1.[CH:30]1([C:33]2[N:34]=[C:35]([NH2:38])[S:36][CH:37]=2)[CH2:32][CH2:31]1.CCN=C=NCCCN(C)C.Cl>CN(C1C=CN=CC=1)C.C1COCC1.CN(C=O)C>[CH3:27][C:25]([CH3:28])([CH3:26])[CH2:24][O:23][C:5]1[C:4]([O:3][CH:2]([F:29])[F:1])=[CH:9][CH:8]=[CH:7][C:6]=1/[CH:10]=[CH:11]/[C:12]1[N:13]=[C:14]2[N:18]([C:19]=1[C:20]([NH:38][C:35]1[S:36][CH:37]=[C:33]([CH:30]3[CH2:32][CH2:31]3)[N:34]=1)=[O:21])[CH:17]=[CH:16][S:15]2 |f:2.3|. Reported procedure: The title compound was prepared according to the general procedure (Method B) by coupling Intermediate 7A (100 mg, 0.236 mmol) with 4-(cyclopropyl)-1,3-thiazol-2-amine (36 mg, 0.260 mmol) in the presence of EDCI hydrochloride (90 mg, 0.472 mmol) and DMAP (26 mg, 0.236 mmol) in a mixture of THF and DMF (1:1, 4 mL) to give 40 mg of the product as an off-white solid; 1H NMR (300 MHz, DMSO-d6) δ0.80-0.86 (m, 2H), 1.06 (s, 9H), 1.13-1.23 (m, 2H), 1.94-2.00 (m, 1H), 3.57 (s, 2H), 6.60-6.66 (m, 1H), 7.... Reactants: CC1(OC2=C(C1)C(=C(C(=C2C)C)N2CCNCC2)C)C (1-(2,2,4,6,7-pentamethyl-2,3-dihydro-1-benzofuran-5-yl)piperazine), BrC=1C=CC(=C(C1)C)F (5-bromo-2-fluorotoluene). Yields the product FC1=C(C=C(C=C1)N1CCN(CC1)C=1C(=C(C2=C(CC(O2)(C)C)C1C)C)C)C (1-(4-Fluoro-3-methylphenyl)-4-(2,2,4,6,7-pentamethyl-2,3-dihydro-1-benzofuran-5-yl)piperazine). Yield: 60.4%. Reaction SMILES: [CH3:1][C:2]1([CH3:20])[CH2:6][C:5]2[C:7]([CH3:19])=[C:8]([N:13]3[CH2:18][CH2:17][NH:16][CH2:15][CH2:14]3)[C:9]([CH3:12])=[C:10]([CH3:11])[C:4]=2[O:3]1.Br[C:22]1[CH:23]=[CH:24][C:25]([F:29])=[C:26]([CH3:28])[CH:27]=1>>[F:29][C:25]1[CH:24]=[CH:23][C:22]([N:16]2[CH2:15][CH2:14][N:13]([C:8]3[C:9]([CH3:12])=[C:10]([CH3:11])[C:4]4[O:3][C:2]([CH3:20])([CH3:1])[CH2:6][C:5]=4[C:7]=3[CH3:19])[CH2:18][CH2:17]2)=[CH:27][C:26]=1[CH3:28]. Reported procedure: By using 1-(2,2,4,6,7-pentamethyl-2,3-dihydro-1-benzofuran-5-yl)piperazine (311 mg, 1.0 mmol) synthesized in Reference example 61 and 5-bromo-2-fluorotoluene (0.191 mL, 1.5 mmol), the reaction was carried out in the same manner as Example 23 to synthesize the title compound 231 mg (yield 60%). Starting materials: O=Cc1cccc(Br)c1, C1CCOC1, Cn1cccc1, CCOCC, CCOC(C)=O, [Li]CCCC, [F-], [K+], C1COCCO1, Cl[Pd]Cl, c1ccc(P(c2ccccc2)c2ccccc2)cc1, c1ccc(P(c2ccccc2)c2ccccc2)cc1. The product is Cn1cccc1-c1cccc(C=O)c1. RXN SMILES: [Br:12][c:13]1[cH:14][c:15]([CH:16]=[O:17])[cH:18][cH:19][cH:20]1.[CH2:28]1[O:29][CH2:30][CH2:31][CH2:32]1.[CH3:1][n:2]1[cH:3][cH:4][cH:5][cH:6]1.[CH3:23][CH2:24][O:25][CH2:26][CH3:27].[CH3:74][CH2:75][O:76][C:77](=[O:78])[CH3:79].[CH3:7][CH2:8][CH2:9][CH2:10][Li:11].[F-:21].[K+:22].[O:80]1[CH2:81][CH2:82][O:83][CH2:84][CH2:85]1.[Pd:33]([Cl:34])[Cl:35].[c:36]1([P:37]([c:38]2[cH:39][cH:40][cH:41][cH:42][cH:43]2)[c:44]2[cH:45][cH:46][cH:47][cH:48][cH:49]2)[cH:50][cH:51][cH:52][cH:53][cH:54]1.[c:55]1([P:56]([c:57]2[cH:58][cH:59][cH:60][cH:61][cH:62]2)[c:63]2[cH:64][cH:65][cH:66][cH:67][cH:68]2)[cH:69][cH:70][cH:71][cH:72][cH:73]1>>[CH3:1][n:2]1[c:3](-[c:13]2[cH:14][c:15]([CH:16]=[O:17])[cH:18][cH:19][cH:20]2)[cH:4][cH:5][cH:6]1. Yields the product Cl.CN(C)CC1=CC=2CN(CCC2O1)C(C1=CC=C(C=C1)CCCCCCC)=O (N,N-dimethyl-[5-(4-heptylbenzoyl)-4,5,6,7-tetrahydrofuro[3,2-c]pyridin-2-ylmethyl]amine hydrochloride). The solvent is CO (methanol), C(C)(=O)OCC (ethyl acetate). The reactants are CN(C)CC1=CC=2CN(CCC2O1)C(C1=CC=C(C=C1)CCCCCCC)=O (N,N-Dimethyl-[5-(4-heptylbenzoyl)-4,5,6,7-tetrahydrofuro[3,2-c]pyridin-2-ylmethyl]amine), Cl (hydrogen chloride). Procedure details: N,N-Dimethyl-[5-(4-heptylbenzoyl)-4,5,6,7-tetrahydrofuro[3,2-c]pyridin-2-ylmethyl]amine 0.158 g was dissolved in 2 ml of methanol; hydrogen chloride in ethyl acetate was added in excess, followed by stirring. After this mixture was concentrated, the resulting solid was washed with diethyl ether to yield the desired product. Reaction SMILES: [CH3:1][N:2]([CH2:4][C:5]1[O:13][C:12]2[CH2:11][CH2:10][N:9]([C:14](=[O:28])[C:15]3[CH:20]=[CH:19][C:18]([CH2:21][CH2:22][CH2:23][CH2:24][CH2:25][CH2:26][CH3:27])=[CH:17][CH:16]=3)[CH2:8][C:7]=2[CH:6]=1)[CH3:3].[ClH:29]>CO.C(OCC)(=O)C>[ClH:29].[CH3:3][N:2]([CH2:4][C:5]1[O:13][C:12]2[CH2:11][CH2:10][N:9]([C:14](=[O:28])[C:15]3[CH:16]=[CH:17][C:18]([CH2:21][CH2:22][CH2:23][CH2:24][CH2:25][CH2:26][CH3:27])=[CH:19][CH:20]=3)[CH2:8][C:7]=2[CH:6]=1)[CH3:1] |f:4.5|.